This data is from the Open Reaction Database (ORD), a public repository of structured organic reaction records. The task is: describe an organic reaction: reactants, conditions, products, and yield The reactants are C(C)(C)(C)OC(=O)N1C[C@H]([C@H](CC1)O)COC=1N=NC(=C(C1)C1=CC=C(C=C1)OC1CCCCC1)CCCC ((±)-cis-3-[6-butyl-5-(4-cyclohexyloxy-phenyl)-pyridazin-3-yloxymethyl]-4-hydroxy-piperidine-1-carboxylic acid tert-butyl ester), Cl (HCl). Run in C(Cl)Cl (DCM), O1CCOCC1 (dioxane). Reaction conditions: time 1 hour. Product: C(CCC)C1=C(C=C(N=N1)OC[C@@H]1CNCC[C@@H]1O)C1=CC=C(C=C1)OC1CCCCC1 ((±)-cis-3-[6-butyl-5-(4-cyclohexyloxy-phenyl)-pyridazin-3-yloxymethyl]-piperidin-4-ol). As a reaction SMILES: C(OC([N:8]1[CH2:13][CH2:12][C@H:11]([OH:14])[C@H:10]([CH2:15][O:16][C:17]2[N:18]=[N:19][C:20]([CH2:36][CH2:37][CH2:38][CH3:39])=[C:21]([C:23]3[CH:28]=[CH:27][C:26]([O:29][CH:30]4[CH2:35][CH2:34][CH2:33][CH2:32][CH2:31]4)=[CH:25][CH:24]=3)[CH:22]=2)[CH2:9]1)=O)(C)(C)C.Cl>C(Cl)Cl.O1CCOCC1>[CH2:36]([C:20]1[N:19]=[N:18][C:17]([O:16][CH2:15][C@H:10]2[C@@H:11]([OH:14])[CH2:12][CH2:13][NH:8][CH2:9]2)=[CH:22][C:21]=1[C:23]1[CH:28]=[CH:27][C:26]([O:29][CH:30]2[CH2:35][CH2:34][CH2:33][CH2:32][CH2:31]2)=[CH:25][CH:24]=1)[CH2:37][CH2:38][CH3:39]. Procedure: To a stirred solution of (±)-cis-3-[6-butyl-5-(4-cyclohexyloxy-phenyl)-pyridazin-3-yloxymethyl]-4-hydroxy-piperidine-1-carboxylic acid tert-butyl ester (0.37 mmol, 0.2 g) in DCM (2 mL) was added 4 N HCl in dioxane (4 mL) and continued stirring for 1 h at room temperature. The volatiles were removed under reduced pressure; residue was dissolved in DCM, added hexanes to precipitate the desired HCl salt. Solvent was removed under reduced pressure and the solid was dried under high vacuum to provide... Reactants: BrC=1C=C2C(=C(C=NC2=CC1)C(CC)=O)Cl (1-(6-bromo-4-chloroquinolin-3-yl)propan-1-one), NC=1C=CC(=NC1)N1CC(CC1)NC(OC(C)(C)C)=O (tert-butyl 1-(5-aminopyridin-2-yl)pyrrolidin-3-ylcarbamate). Yields the product BrC=1C=C2C(=C(C=NC2=CC1)C(CC)=O)NC=1C=CC(=NC1)N1CC(CC1)NC(OC(C)(C)C)=O (tert-butyl 1-(5-(6-bromo-3-propionylquinolin-4-ylamino)pyridin-2-yl)pyrrolidin-3-ylcarbamate). Yield: 61.4%. As a reaction SMILES: [Br:1][C:2]1[CH:3]=[C:4]2[C:9](=[CH:10][CH:11]=1)[N:8]=[CH:7][C:6]([C:12](=[O:15])[CH2:13][CH3:14])=[C:5]2Cl.[NH2:17][C:18]1[CH:19]=[CH:20][C:21]([N:24]2[CH2:28][CH2:27][CH:26]([NH:29][C:30](=[O:36])[O:31][C:32]([CH3:35])([CH3:34])[CH3:33])[CH2:25]2)=[N:22][CH:23]=1>>[Br:1][C:2]1[CH:3]=[C:4]2[C:9](=[CH:10][CH:11]=1)[N:8]=[CH:7][C:6]([C:12](=[O:15])[CH2:13][CH3:14])=[C:5]2[NH:17][C:18]1[CH:19]=[CH:20][C:21]([N:24]2[CH2:28][CH2:27][CH:26]([NH:29][C:30](=[O:36])[O:31][C:32]([CH3:34])([CH3:33])[CH3:35])[CH2:25]2)=[N:22][CH:23]=1. Procedure details: Following General procedure C, 1-(6-bromo-4-chloroquinolin-3-yl)propan-1-one (298 mg, 1 mmol) was reacted with tert-butyl 1-(5-aminopyridin-2-yl)pyrrolidin-3-ylcarbamate (439 mg, 1.5 mmol) to afford the desired product (332 mg, 61%) as a yellow solid: ESI MS m/z 540 [C26H30BrN5O3+H]+. Reactants: O (H2O), IC1=CC=C(C=C1)N1C(=NC(=C1)CO)SC ((1-(4-iodophenyl)-2-(methylthio)-1H-imidazol-4-yl)methanol), C1(=CC=CC=C1)P(=O)(C1=CC=CC=C1)N=[N+]=[N-] (diphenylphosphoryl azide), C1CCC2=NCCCN2CC1 (DBU). Run in CCOC(=O)C (EtOAc), O1CCOCC1 (dioxane). Reaction conditions: temperature 110 celsius. The product is N(=[N+]=[N-])CC=1N=C(N(C1)C1=CC=C(C=C1)I)SC (4-(azidomethyl)-1-(4-iodophenyl)-2-(methylthio)-1H-imidazole). Yield: 89.0%. RXN SMILES: [I:1][C:2]1[CH:7]=[CH:6][C:5]([N:8]2[CH:12]=[C:11]([CH2:13]O)[N:10]=[C:9]2[S:15][CH3:16])=[CH:4][CH:3]=1.C1(P([N:31]=[N+:32]=[N-:33])(C2C=CC=CC=2)=O)C=CC=CC=1.C1CCN2C(=NCCC2)CC1.O>O1CCOCC1.CCOC(C)=O>[N:31]([CH2:13][C:11]1[N:10]=[C:9]([S:15][CH3:16])[N:8]([C:5]2[CH:6]=[CH:7][C:2]([I:1])=[CH:3][CH:4]=2)[CH:12]=1)=[N+:32]=[N-:33]. Procedure: To a solution of (1-(4-iodophenyl)-2-(methylthio)-1H-imidazol-4-yl)methanol (0.41 g, 1.18 mmol) in anhydrous dioxane (10 mL), diphenylphosphoryl azide (0.80 mL, 3.71 mmol) and DBU (0.600 mL, 4.02 mmol) were added. The mixture in a sealed tube was heated at 110° C. for 3 h. After being cooled down, H2O and EtOAc were added. The organic phase was separated, washed with 5% NaHCO3, dried over Na2SO4, concentrated in vacuo. The residue was purified by a silica gel column, eluted with EtOAc in hexane ...